This data is from the Open Reaction Database (ORD), a public repository of structured organic reaction records. The task is: describe an organic reaction: reactants, conditions, products, and yield Reactants: Cl[C@@H]1[C@H](C(N1C(C(=O)OC)=C(C)C)=O)N1C(C=2C(C1=O)=CC=CC2)=O (methyl 2-[(3S,4R)-4-chloro-2-oxo-3-phthalimidoazetidin-1-yl]-3-methylbut-2-enoate), C[Si](C)(C)CC(CC(=O)OC)=C (methyl 3-(trimethylsilylmethyl)-but-3-enoate), C([O-])(O)=O.[Na+] (sodium bicarbonate), [Cl-].[Na+] (sodium chloride). Reagents/catalysts: F[B-](F)(F)F.[Ag+] (Silver tetrafluoroborate). The solvent is ClCCl (dichloromethane), C(C)(=O)OCC (ethyl acetate). Run at temperature 0 celsius, time 1.5 hour. The product is COC(=O)CC(C[C@@H]1[C@H](C(N1C(C(=O)OC)=C(C)C)=O)N1C(C=2C(C1=O)=CC=CC2)=O)=C (methyl 2-[(3R,4R)-4-[2-(methoxycarbonylmethyl)allyl]-2-oxo-3-phthalimidoazetidin-1-yl]-3-methylbut-2-enoate). The yield is 79.6%. As a reaction SMILES: Cl[C@H:2]1[N:5]([C:6](=[C:11]([CH3:13])[CH3:12])[C:7]([O:9][CH3:10])=[O:8])[C:4](=[O:14])[C@@H:3]1[N:15]1[C:19](=[O:20])[C:18]2=[CH:21][CH:22]=[CH:23][CH:24]=[C:17]2[C:16]1=[O:25].C[Si]([CH2:30][C:31](=[CH2:37])[CH2:32][C:33]([O:35][CH3:36])=[O:34])(C)C.[Cl-].[Na+].C(=O)(O)[O-].[Na+]>ClCCl.C(OCC)(=O)C.F[B-](F)(F)F.[Ag+]>[CH3:36][O:35][C:33]([CH2:32][C:31](=[CH2:30])[CH2:37][C@H:2]1[N:5]([C:6](=[C:11]([CH3:13])[CH3:12])[C:7]([O:9][CH3:10])=[O:8])[C:4](=[O:14])[C@@H:3]1[N:15]1[C:19](=[O:20])[C:18]2=[CH:21][CH:22]=[CH:23][CH:24]=[C:17]2[C:16]1=[O:25])=[O:34] |f:2.3,4.5,8.9|. Procedure details: Silver tetrafluoroborate (323 mg) was added to a stirred mixture of methyl 2-[(3S,4R)-4-chloro-2-oxo-3-phthalimidoazetidin-1-yl]-3-methylbut-2-enoate (500 mg) and methyl 3-(trimethylsilylmethyl)-but-3-enoate (460 mg) in dichloromethane (2.5 ml) at -78° C. under a nitrogen atmosphere. The stirring mixture was gradually allowed to warm to 0° C. during one hour and kept at 0° C. for 1.5 hours. A saturated aqueous sodium chloride (2 ml) was added and the heterogeneous mixture was brought to pH 7 wit... Reactants: N1(C=NC=C1)C=1C=C(C=CC1)O (3-(1H-imidazol-1-yl) phenol), C1(=CC=CC=C1)C=1N=CNC1 (4-phenylimidazole), BrC=1C=C(C=CC1)OC (3-bromoanisole). Reaction SMILES: [N:1]1([C:6]2[CH:7]=[C:8]([OH:12])[CH:9]=[CH:10][CH:11]=2)[CH:5]=[CH:4][N:3]=[CH:2]1.[C:13]1(C2N=CNC=2)[CH:18]=[CH:17][CH:16]=[CH:15][CH:14]=1.BrC1C=C(OC)C=CC=1>>[C:13]1([C:4]2[N:3]=[CH:2][N:1]([C:6]3[CH:7]=[C:8]([OH:12])[CH:9]=[CH:10][CH:11]=3)[CH:5]=2)[CH:18]=[CH:17][CH:16]=[CH:15][CH:14]=1. The yield is 57.0%. Yields the product C1(=CC=CC=C1)C=1N=CN(C1)C=1C=C(C=CC1)O (3-(4-Phenyl-1H-imidazol-1-yl)phenol). Procedure: Following the procedure for preparation of 3-(1H-imidazol-1-yl) phenol (preparation 29), 4-phenylimidazole (20 g, 0.138 mole) and 3-bromoanisole (32 ml, 0.25 mole) were reacted to give the title compound in 57% yield; mp 195°-197° C. The reactants are N[C@@H](CC(=O)O)C1=C(C=CC=C1)C ((S)-3-amino-3-(2-methyl-phenyl)-propionic acid), [B-](F)(F)(F)F.CCOC(=O)C(=NOC(=[N+](C)C)N(C)C)C#N (TOTU), C(C)N1CCOCC1 (N-ethyl-morpholine), NC1=CC(=NN1C1=CC=CC=C1)C(=O)O (5-Amino-1-phenyl-1H-pyrazole-3-carboxylic acid). Solvent: CN(C)C=O (DMF). Run at time 8 hour. The product is NC1=CC(=NN1C1=CC=CC=C1)C(=O)N[C@@H](CC(=O)O)C1=C(C=CC=C1)C ((S)-3-[(5-Amino-1-phenyl-1H-pyrazole-3-carbonyl)-amino]-3-o-tolyl-propionic acid). As a reaction SMILES: [NH2:1][C:2]1[N:6]([C:7]2[CH:12]=[CH:11][CH:10]=[CH:9][CH:8]=2)[N:5]=[C:4]([C:13]([OH:15])=O)[CH:3]=1.[B-](F)(F)(F)F.CCOC(C(C#N)=NOC(N(C)C)=[N+](C)C)=O.C(N1CCOCC1)C.[NH2:46][C@H:47]([C:52]1[CH:57]=[CH:56][CH:55]=[CH:54][C:53]=1[CH3:58])[CH2:48][C:49]([OH:51])=[O:50]>CN(C=O)C>[NH2:1][C:2]1[N:6]([C:7]2[CH:8]=[CH:9][CH:10]=[CH:11][CH:12]=2)[N:5]=[C:4]([C:13]([NH:46][C@H:47]([C:52]2[CH:57]=[CH:56][CH:55]=[CH:54][C:53]=2[CH3:58])[CH2:48][C:49]([OH:51])=[O:50])=[O:15])[CH:3]=1 |f:1.2|. Procedure details: 100 mg (0.492 mmol) of 5-Amino-1-phenyl-1H-pyrazole-3-carboxylic acid are dissolved in 5 ml of DMF, 194 mg (0.59 mmol) of TOTU and 142 mg (1.23 mmol) of N-ethyl-morpholine is added. After stirring for 10 minutes at RT 97 mg (1.1 Eq, 0.54 mmol) of (S)-3-amino-3-(2-methyl-phenyl)-propionic acid are added and the resulting mixture is stirred overnight at RT. Solvent is removed in vacuo and the obtained crude product is submitted to HPLC chromatography: Yield: 32 mg, 18% Starting materials: solution, 1-1′-bis(diphenyphosphino)ferrocene, CN(C)C=O (DMF), C(=O)([O-])[O-].[Cs+].[Cs+] (Cs2CO3), C1(=CC=CC=C1)B(O)O (phenylboronic acid). Reagents/catalysts: C(C)(=O)[O-].[Pd+2].C(C)(=O)[O-] (palladium (II) acetate). Run at temperature 80 celsius, time 20 minute. Product: C1(=CC=CC=C1)C=1C=C2C=CC(=CC2=CC1)C#N (6-(phenyl)-2-naphthalenecarbonitrile). As a reaction SMILES: C([O-])([O-])=O.[Cs+].[Cs+].[C:7]1(B(O)O)[CH:12]=[CH:11][CH:10]=[CH:9][CH:8]=1.C[N:17]([CH:19]=O)C>C([O-])(=O)C.[Pd+2].C([O-])(=O)C>[C:7]1([C:7]2[CH:12]=[C:11]3[C:10](=[CH:9][CH:8]=2)[CH:9]=[C:8]([C:19]#[N:17])[CH:7]=[CH:12]3)[CH:12]=[CH:11][CH:10]=[CH:9][CH:8]=1 |f:0.1.2,5.6.7|. Reported procedure: A solution of Example 121B (300 mg, 1 mmol), palladium (II) acetate (22 mg, 0.1 mmol) and 1-1′-bis(diphenyphosphino)ferrocene (111 mg, 0.2 mmol) was stirred in DMF (3 mL) for 15 minutes, treated with Cs2CO3 (813 mg, 2.5 mmol) and phenylboronic acid (228 mg, 1.5 mmol), stirred for 20 minutes at 80° C., cooled, treated with pH 7 buffer (10 mL), and extracted with diethyl ether. The ether extracts were dried (MgSO4), concentrated, filtered, and purified on silica gel with 10% ethyl acetate/hexane t... Reactants: NC(CNCCOC)C1=CC=CC=C1 (N-(2-Amino-2-phenylethyl)-2-methoxyethylamine), C(=S)=S (carbon disulfide). Solvent: C=1(C(=CC=CC1)C)C (xylene). Run at temperature 130 celsius. Product: COCCN1C(NC(C1)C1=CC=CC=C1)=S (1-(2-Methoxyethyl)-4-phenylimidazolidin-2-thione). RXN SMILES: [NH2:1][CH:2]([C:9]1[CH:14]=[CH:13][CH:12]=[CH:11][CH:10]=1)[CH2:3][NH:4][CH2:5][CH2:6][O:7][CH3:8].[C:15](=S)=[S:16]>C1(C)C(C)=CC=CC=1>[CH3:8][O:7][CH2:6][CH2:5][N:4]1[CH2:3][CH:2]([C:9]2[CH:14]=[CH:13][CH:12]=[CH:11][CH:10]=2)[NH:1][C:15]1=[S:16]. Procedure: The ethylamine product of Example IV in the amount of 6.85 g is dissolved in 20 ml xylene, and this is then stirred with 3 ml carbon disulfide at room temperature for two hours. The resulting slurry is then slowly heated to 130° C. and maintained at this temperature for four hours. The reactants are [N+](=O)([O-])C=1C=C(C=NC1)S(=O)(=O)N (5-nitro- 3-pyridinesulfonamide), C(C)(=O)OC(C)=O (acetic anhydride). The reagents and catalysts are S(O)(O)(=O)=O (sulfuric acid). Product: C(C)(=O)NS(=O)(=O)C=1C=NC=C(C1)[N+](=O)[O-] (N-Acetyl 5-nitro-3-pyridinesulfonamide). RXN SMILES: [N+:1]([C:4]1[CH:5]=[C:6]([S:10]([NH2:13])(=[O:12])=[O:11])[CH:7]=[N:8][CH:9]=1)([O-:3])=[O:2].[C:14](OC(=O)C)(=[O:16])[CH3:15]>S(=O)(=O)(O)O>[C:14]([NH:13][S:10]([C:6]1[CH:7]=[N:8][CH:9]=[C:4]([N+:1]([O-:3])=[O:2])[CH:5]=1)(=[O:11])=[O:12])(=[O:16])[CH3:15]. Procedure details: A mixture of 0.5g. of 5-nitro- 3-pyridinesulfonamide, 2 ml. of acetic anhydride and 2 drops of conc. sulfuric acid was stirred at 90° C. for 1 hour. The solvent was then distilled off from the reaction mixture and the crystalline residue was recrystallized from ethanol to give 0.36g. of the desired product. m.p. 176° - 178° C.